This data is from the Open Reaction Database (ORD), a public repository of structured organic reaction records. The task is: describe an organic reaction: reactants, conditions, products, and yield Starting materials: ClC1=NC=CC(=N1)C1=C(N=C(S1)C1CCOCC1)C=1C=CC(=C(C1)NS(=O)(=O)C1=C(C=CC(=C1)F)F)F (N-{5-[5-(2-chloro-4-pyrimidinyl)-2-(tetrahydro-2H-pyran-4-yl)-1,3-thiazol-4-yl]-2-fluorophenyl}-2,5-difluorobenzenesulfonamide), N (ammonia). Yields the product NC1=NC=CC(=N1)C1=C(N=C(S1)C1CCOCC1)C=1C=CC(=C(C1)NS(=O)(=O)C1=C(C=CC(=C1)F)F)F (N-{5-[5-(2-Amino-4-pyrimidinyl)-2-(tetrahydro-2H-pyran-4-yl)-1,3-thiazol-4-yl]-2-fluorophenyl}-2,5-difluorobenzenesulfonamide). As a reaction SMILES: Cl[C:2]1[N:7]=[C:6]([C:8]2[S:12][C:11]([CH:13]3[CH2:18][CH2:17][O:16][CH2:15][CH2:14]3)=[N:10][C:9]=2[C:19]2[CH:20]=[CH:21][C:22]([F:37])=[C:23]([NH:25][S:26]([C:29]3[CH:34]=[C:33]([F:35])[CH:32]=[CH:31][C:30]=3[F:36])(=[O:28])=[O:27])[CH:24]=2)[CH:5]=[CH:4][N:3]=1.[NH3:38]>>[NH2:38][C:2]1[N:7]=[C:6]([C:8]2[S:12][C:11]([CH:13]3[CH2:18][CH2:17][O:16][CH2:15][CH2:14]3)=[N:10][C:9]=2[C:19]2[CH:20]=[CH:21][C:22]([F:37])=[C:23]([NH:25][S:26]([C:29]3[CH:34]=[C:33]([F:35])[CH:32]=[CH:31][C:30]=3[F:36])(=[O:28])=[O:27])[CH:24]=2)[CH:5]=[CH:4][N:3]=1. Reported procedure: Following a procedure analogous to the procedure described in Example 51, Step B using N-{5-[5-(2-chloro-4-pyrimidinyl)-2-(tetrahydro-2H-pyran-4-yl)-1,3-thiazol-4-yl]-2-fluorophenyl}-2,5-difluorobenzenesulfonamide (0.120 g, 0.212 mmol) and ammonia (7 N solution in MeOH, 4.54 mL, 31.7 mmol) the title compound was obtained as a white solid (71 mg, 0.13 mmol, 60% yield). 1H NMR (400 MHz, DMSO-d6) δ ppm 10.80 (s, 1H), 8.06 (d, J=5.1 Hz, 1H), 7.45-7.71 (m, 3H), 7.34-7.45 (m, 2H), 7.23-7.34 (m, 1H), 6... Reactants: C(C1=CC=CC=C1)N1C2C=C(CC1CC2)C2=CC=CC=C2 (8-Benzyl-3-phenyl-8-aza-bicyclo[3.2.1]oct-2-ene), C(=O)[O-].[NH4+] (Ammonium formate). The reagents and catalysts are [OH-].[OH-].[Pd+2] (Pearlman's catalyst). The solvent is IMS, O (water). Run at temperature 90 celsius. Product: C1(=CC=CC=C1)C1CC2CCC(C1)N2 (3-Phenyl-8-aza-bicyclo[3.2.1]octane). Reaction SMILES: C([N:8]1[CH:13]2[CH2:14][CH2:15][CH:9]1[CH:10]=[C:11]([C:16]1[CH:21]=[CH:20][CH:19]=[CH:18][CH:17]=1)[CH2:12]2)C1C=CC=CC=1.C([O-])=O.[NH4+]>O.[OH-].[OH-].[Pd+2]>[C:16]1([CH:11]2[CH2:10][CH:9]3[NH:8][CH:13]([CH2:14][CH2:15]3)[CH2:12]2)[CH:21]=[CH:20][CH:19]=[CH:18][CH:17]=1 |f:1.2,4.5.6|. Procedure: 8-Benzyl-3-phenyl-8-aza-bicyclo[3.2.1]oct-2-ene (0.1 g) was dissolved in IMS (5 mL) and water (0.5 mL). Ammonium formate (0.21 g) and Pearlman's catalyst (0.02 g) were added and the mixture heated to 90° C. for 1 hour. After cooling, the mixture was filtered and concentrated under vacuum. The residue was purified on an SCX cartridge, eluting with aqueous ammonia (2 M) and methanol. The fractions containing the desired product were concentrated under vacuum to give the title compound as a colourl... The reactants are Nc1ncc(Br)nc1-c1nc2ccc(F)cc2o1, CC1(C)OB(c2cccc(CC(=O)O)c2)OC1(C)C, [Na+], [Na+], O=C([O-])[O-], C1COCCO1, Cc1ccccc1. The product is Nc1ncc(-c2cccc(CC(=O)O)c2)nc1-c1nc2ccc(F)cc2o1. As a reaction SMILES: [Br:20][c:21]1[n:22][c:23](-[c:28]2[o:29][c:30]3[c:31]([n:32]2)[cH:33][cH:34][c:35]([F:37])[cH:36]3)[c:24]([NH2:27])[n:25][cH:26]1.[CH3:1][C:2]1([CH3:3])[C:4]([CH3:5])([CH3:6])[O:7][B:8]([c:9]2[cH:10][c:11]([CH2:15][C:16](=[O:17])[OH:18])[cH:12][cH:13][cH:14]2)[O:19]1.[Na+:51].[Na+:52].[O-:53][C:54](=[O:55])[O-:56].[O:38]1[CH2:39][CH2:40][O:41][CH2:42][CH2:43]1.[c:44]1([CH3:45])[cH:46][cH:47][cH:48][cH:49][cH:50]1>>[c:9]1(-[c:21]2[n:22][c:23](-[c:28]3[o:29][c:30]4[c:31]([n:32]3)[cH:33][cH:34][c:35]([F:37])[cH:36]4)[c:24]([NH2:27])[n:25][cH:26]2)[cH:10][c:11]([CH2:15][C:16](=[O:17])[OH:18])[cH:12][cH:13][cH:14]1. Starting materials: C(C)OC(=O)C1=C(SC(=C1C(=O)OCC)N)N (2,5-diamino-thiophene-3,4-dicarboxylic acid diethyl ester), N12CCN(CC1)CC2 (1,4-diazabicyclo[2.2.2]octane), solution, C(C)N(C1=CC=C(S1)C=O)CC (5-diethylamino-thiophene-2-carbaldehyde). Reagents/catalysts: [Ti](Cl)(Cl)(Cl)Cl (titanium(IV) chloride). Run in C1(=CC=CC=C1)C (toluene), C1(=CC=CC=C1)C (toluene). Product: C(C)OC(=O)C1=C(SC(=C1C(=O)OCC)N=CC=1SC(=CC1)N(CC)CC)N (2-amino-5-[(5-diethylamino-thiophen-2-ylmethylene)-amino]-thiophene-3,4-dicarboxylic acid diethyl ester). Yield: 67.0%. As a reaction SMILES: N12CCN(CC1)CC2.[CH2:9]([N:11]([CH2:19][CH3:20])[C:12]1[S:16][C:15]([CH:17]=O)=[CH:14][CH:13]=1)[CH3:10].[CH2:21]([O:23][C:24]([C:26]1[C:30]([C:31]([O:33][CH2:34][CH3:35])=[O:32])=[C:29]([NH2:36])[S:28][C:27]=1[NH2:37])=[O:25])[CH3:22]>C1(C)C=CC=CC=1.[Ti](Cl)(Cl)(Cl)Cl>[CH2:21]([O:23][C:24]([C:26]1[C:30]([C:31]([O:33][CH2:34][CH3:35])=[O:32])=[C:29]([N:36]=[CH:17][C:15]2[S:16][C:12]([N:11]([CH2:19][CH3:20])[CH2:9][CH3:10])=[CH:13][CH:14]=2)[S:28][C:27]=1[NH2:37])=[O:25])[CH3:22]. Reported procedure: In a 50 mL round bottom flask, 67 mg of 2,5-diamino-thiophene-3,4-dicarboxylic acid diethyl ester was dissolved in 20 mL of anhydrous toluene to which was subsequently added 1,4-diazabicyclo[2.2.2]octane (DABCO, 32 mg), 286 μL of titanium(IV) chloride, 1.0M solution in toluene at 0° C. and 5-diethylamino-thiophene-2-carbaldehyde (52 mg). The mixture was refluxed for two hours and the solvent removed. Purification by flash chromatography (SiO2) yielded the title product as a yellow-orange solid (...